This data is from the Open Reaction Database (ORD), a public repository of structured organic reaction records. The task is: describe an organic reaction: reactants, conditions, products, and yield Starting materials: COc1cc(Cl)c(CBr)c(Cl)c1, CC1CCCCC1N1CCCC1=O. Product: COc1cc(Cl)c(CC2CCN(C3CCCCC3C)C2=O)c(Cl)c1. As a reaction SMILES: [Br:14][CH2:15][c:16]1[c:17]([Cl:25])[cH:18][c:19]([O:23][CH3:24])[cH:20][c:21]1[Cl:22].[CH3:1][CH:2]1[CH:3]([N:8]2[C:9](=[O:13])[CH2:10][CH2:11][CH2:12]2)[CH2:4][CH2:5][CH2:6][CH2:7]1>>[CH3:1][CH:2]1[CH:3]([N:8]2[C:9](=[O:13])[CH:10]([CH2:15][c:16]3[c:17]([Cl:25])[cH:18][c:19]([O:23][CH3:24])[cH:20][c:21]3[Cl:22])[CH2:11][CH2:12]2)[CH2:4][CH2:5][CH2:6][CH2:7]1. The reactants are CN1CCN(CC1)CC(=O)NC=1C=C(C=CC1)C1=NC2=CC=CC=C2C(=N1)NC=1C=C2C=NN(C2=CC1)C(=O)OC(C)(C)C (tert-butyl 5-(2-(3-(2-(4-methylpiperazin-1-yl)acetamido)phenyl)-quinazolin-4-ylamino)-1H-indazole-1-carboxylate), C(=O)(C(F)(F)F)O (TFA). The solvent is C(Cl)Cl (CH2Cl2). Product: N1N=CC2=CC(=CC=C12)NC1=NC(=NC2=CC=CC=C12)C=1C=C(C=CC1)NC(CN1CCN(CC1)C)=O (N-(3-(4-(1H-indazol-5-ylamino)quinazolin-2-yl)phenyl)-2-(4-methylpiperazin-1-yl)acetamide). RXN SMILES: [CH3:1][N:2]1[CH2:7][CH2:6][N:5]([CH2:8][C:9]([NH:11][C:12]2[CH:13]=[C:14]([C:18]3[N:27]=[C:26]([NH:28][C:29]4[CH:30]=[C:31]5[C:35](=[CH:36][CH:37]=4)[N:34](C(OC(C)(C)C)=O)[N:33]=[CH:32]5)[C:25]4[C:20](=[CH:21][CH:22]=[CH:23][CH:24]=4)[N:19]=3)[CH:15]=[CH:16][CH:17]=2)=[O:10])[CH2:4][CH2:3]1.C(O)(C(F)(F)F)=O>C(Cl)Cl>[NH:34]1[C:35]2[C:31](=[CH:30][C:29]([NH:28][C:26]3[C:25]4[C:20](=[CH:21][CH:22]=[CH:23][CH:24]=4)[N:19]=[C:18]([C:14]4[CH:13]=[C:12]([NH:11][C:9](=[O:10])[CH2:8][N:5]5[CH2:4][CH2:3][N:2]([CH3:1])[CH2:7][CH2:6]5)[CH:17]=[CH:16][CH:15]=4)[N:27]=3)=[CH:37][CH:36]=2)[CH:32]=[N:33]1. Procedure: To tert-butyl 5-(2-(3-(2-(4-methylpiperazin-1-yl)acetamido)phenyl)-quinazolin-4-ylamino)-1H-indazole-1-carboxylate (22 mmol) was added a solution of 1:1 TFA:CH2Cl2 (2 mL) and stirred at RT for 2 h. The reaction mixture was concentrated in vacuo and the crude product was purified by prep HPLC (method 10-35_90 mins) to afford N-(3-(4-(1H-indazol-5-ylamino)quinazolin-2-yl)phenyl)-2-(4-methylpiperazin-1-yl)acetamide. (33 mg, 33%) Product: ON=C1c2ccccc2CSc2ccccc21. Starting materials: Cl, NO, O=C1c2ccccc2CSc2ccccc21, c1ccncc1. Reaction SMILES: [ClH:17].[NH2:18][OH:19].[cH:1]1[cH:2][cH:3][cH:4][c:5]2[c:11]1[C:10](=[O:12])[c:9]1[c:8]([cH:16][cH:15][cH:14][cH:13]1)[CH2:7][S:6]2.[cH:20]1[cH:21][cH:22][n:23][cH:24][cH:25]1>>[cH:1]1[cH:2][cH:3][cH:4][c:5]2[c:11]1[C:10](=[N:18][OH:19])[c:9]1[c:8]([cH:16][cH:15][cH:14][cH:13]1)[CH2:7][S:6]2. The reactants are FC=1C(=C(C=CC1)[C@H](C)N)C ((S)-1-(3-fluoro-2-methylphenyl)ethanamine), C(C)(C)(C)OC(=O)C1=C(C=CC=C1)C1=CC=C(C=C1)CN1C(=C(C2=CC(=CC=C12)C(=O)O)C)C (1-((2′-(tert-butoxycarbonyl)-[1,1′-biphenyl]-4-yl)methyl)-2,3-dimethyl-1H-indole-5-carboxylic acid). Product: FC=1C(=C(C=CC1)[C@H](C)NC(=O)C=1C=C2C(=C(N(C2=CC1)CC1=CC=C(C=C1)C=1C(=CC=CC1)C(=O)O)C)C)C ((S)-4′-((5-((1-(3-fluoro-2-methylphenyl)ethyl)carbamoyl)-2,3-dimethyl-1H-indol-1-yl)methyl)-[1,1′-biphenyl]-2-carboxylic acid). Reaction SMILES: [F:1][C:2]1[C:3]([CH3:11])=[C:4]([C@@H:8]([NH2:10])[CH3:9])[CH:5]=[CH:6][CH:7]=1.C([O:16][C:17]([C:19]1[CH:24]=[CH:23][CH:22]=[CH:21][C:20]=1[C:25]1[CH:30]=[CH:29][C:28]([CH2:31][N:32]2[C:40]3[C:35](=[CH:36][C:37]([C:41](O)=[O:42])=[CH:38][CH:39]=3)[C:34]([CH3:44])=[C:33]2[CH3:45])=[CH:27][CH:26]=1)=[O:18])(C)(C)C>>[F:1][C:2]1[C:3]([CH3:11])=[C:4]([C@@H:8]([NH:10][C:41]([C:37]2[CH:36]=[C:35]3[C:40](=[CH:39][CH:38]=2)[N:32]([CH2:31][C:28]2[CH:27]=[CH:26][C:25]([C:20]4[C:19]([C:17]([OH:18])=[O:16])=[CH:24][CH:23]=[CH:22][CH:21]=4)=[CH:30][CH:29]=2)[C:33]([CH3:45])=[C:34]3[CH3:44])=[O:42])[CH3:9])[CH:5]=[CH:6][CH:7]=1. Procedure details: The title compound was prepared following the same general protocol as described in Step 8-9, Example 1, using the (S)-1-(3-fluoro-2-methylphenyl)ethanamine and the 1-((2′-(tert-butoxycarbonyl)-[1,1′-biphenyl]-4-yl)methyl)-2,3-dimethyl-1H-indole-5-carboxylic acid. ESI-MS (m/z): 535 [M+H]+. The reactants are C(=O)O (formic acid), C=O (formaldehyde), BrC1=CC(=C(OC[C@@H]2CNCCC2)C(=C1)C)C ((S)-3-(4-bromo-2,6-dimethylphenoxymethyl)piperidine). Reaction conditions: time 4 hour. The product is BrC1=CC(=C(OC[C@@H]2CN(CCC2)C)C(=C1)C)C ((S)-3-(4-bromo-2,6-dimethylphenoxymethyl)-1-methylpiperidine). RXN SMILES: [CH:1](O)=O.C=O.[Br:6][C:7]1[CH:20]=[C:19]([CH3:21])[C:10]([O:11][CH2:12][C@H:13]2[CH2:18][CH2:17][CH2:16][NH:15][CH2:14]2)=[C:9]([CH3:22])[CH:8]=1>>[Br:6][C:7]1[CH:20]=[C:19]([CH3:21])[C:10]([O:11][CH2:12][C@H:13]2[CH2:18][CH2:17][CH2:16][N:15]([CH3:1])[CH2:14]2)=[C:9]([CH3:22])[CH:8]=1. Procedure: Alternatively, formic acid (16.7 mL, 333 mmol) and aqueous formaldehyde (37%, 9.1 mL) were added dropwise to (S)-3-(4-bromo-2,6-dimethylphenoxymethyl)piperidine (24.1 g, 80.8 mmol) that was being chilled in an ice bath. After the addition was complete, the reaction was placed in an oil bath at a temperature of 95° C. for 4 hours. The mixture was cooled to room temperature and partitioned between 15% aqueous sodium hydroxide (200 mL) and ether (600 mL). The aqueous phase was extracted twice more ... Reactants: C(C)(C)NC(C)C (diisopropylamine), N1=C(C=CC=C1)C1SCCC1 (2-(pyrid-2-yl)tetrahydrothiophene), solution, C(CCC)[Li] (n-butyllithium), CN=C=S (methyl isothiocyanate), C (charcoal). Solvent: O1CCCC1 (tetrahydrofuran), CN(C)P(=O)(N(C)C)N(C)C (hexamethylphosphorotriamide), C(C)O (ethanol), O1CCCC1 (tetrahydrofuran), CN(C)P(=O)(N(C)C)N(C)C (hexamethylphosphorotriamide), CCCCCC (hexane), O1CCCC1 (tetrahydrofuran), CN(C)P(=O)(N(C)C)N(C)C (hexamethylphosphorotriamide). Reaction conditions: temperature -55 celsius, time 5 minute. Yields the product CNC(=S)C1(SCCC1)C1=NC=CC=C1 (N-methyl-2-(pyrid-2-yl)tetrahydrothiophene-2-carbothioamide). Isolated yield 28.9%. RXN SMILES: C(NC(C)C)(C)C.C([Li])CCC.[N:13]1[CH:18]=[CH:17][CH:16]=[CH:15][C:14]=1[CH:19]1[CH2:23][CH2:22][CH2:21][S:20]1.[CH3:24][N:25]=[C:26]=[S:27].C>CCCCCC.C(O)C.O1CCCC1.CN(P(N(C)C)(N(C)C)=O)C>[CH3:24][NH:25][C:26]([C:19]1([C:14]2[CH:15]=[CH:16][CH:17]=[CH:18][N:13]=2)[CH2:23][CH2:22][CH2:21][S:20]1)=[S:27]. Procedure details: A solution of diisopropylamine (22.5 g) in a mixture of anhydrous hexamethylphosphorotriamide and anhydrous tetrahydrofuran (47:53 by volume; 182 cc) is added dropwise, in the course of 14 minutes, to a 1.6 M solution of n-butyllithium in hexane (142 cc), which has been cooled to -55° C. The mixture is stirred for 5 minutes at a temperature of about -60° C. and a solution of 2-(pyrid-2-yl)tetrahydrothiophene (30 g) in a mixture of anhydrous hexamethylphosphorotriamide and anhydrous tetrahydrofur... The reactants are COC(C1=CC(=CC=C1)CN(C(C#CC(C)C)=O)C1=C(C=CC=C1)I)=O (3-{[(2-iodo-phenyl)-(4-methyl-pent-2-ynoyl)-amino]-methyl}-benzoic acid methyl ester), ClC1=CC=C(C=C1)B(O)O (4-chlorophenylboronic acid), C1(=CC=CC=C1)P(C1=CC=CC=C1)C1=CC=CC=C1 (triphenylphosphine), [F-].[Cs+] (cesium fluoride). The reagents and catalysts are C(C)(=O)[O-].[Pd+2].C(C)(=O)[O-] (palladium acetate). Solvent: C1CCOC1 (THF). Reaction conditions: temperature 60 celsius, time 3 hour. Yields the product COC(C1=CC(=CC=C1)CN1C(C(C2=CC=CC=C12)=C(C(C)C)C1=CC=C(C=C1)Cl)=O)=O (3-{3-[1-(4-chloro-phenyl)-2-methyl-propylidene]-2-oxo-2,3-dihydro-indol-1-ylmethyl}-benzoic acid methyl ester). Yield: 44.4%. As a reaction SMILES: [CH3:1][O:2][C:3](=[O:26])[C:4]1[CH:9]=[CH:8][CH:7]=[C:6]([CH2:10][N:11]([C:19]2[CH:24]=[CH:23][CH:22]=[CH:21][C:20]=2I)[C:12](=[O:18])[C:13]#[C:14][CH:15]([CH3:17])[CH3:16])[CH:5]=1.[Cl:27][C:28]1[CH:33]=[CH:32][C:31](B(O)O)=[CH:30][CH:29]=1.C1(P(C2C=CC=CC=2)C2C=CC=CC=2)C=CC=CC=1.[F-].[Cs+]>C1COCC1.C([O-])(=O)C.[Pd+2].C([O-])(=O)C>[CH3:1][O:2][C:3](=[O:26])[C:4]1[CH:9]=[CH:8][CH:7]=[C:6]([CH2:10][N:11]2[C:19]3[C:24](=[CH:23][CH:22]=[CH:21][CH:20]=3)[C:13](=[C:14]([C:31]3[CH:32]=[CH:33][C:28]([Cl:27])=[CH:29][CH:30]=3)[CH:15]([CH3:17])[CH3:16])[C:12]2=[O:18])[CH:5]=1 |f:3.4,6.7.8|. Procedure details: A mixture of 3-{[(2-iodo-phenyl)-(4-methyl-pent-2-ynoyl)-amino]-methyl}-benzoic acid methyl ester (0.93 g, 2.02 mmol), 4-chlorophenylboronic acid (0.63 g, 4.04 mmol), triphenylphosphine (53 mg, 0.202 mmol), palladium acetate (23 mg, 0.10 mmol) and cesium fluoride (0.92 g, 6.06 mmol) in THF (15 ml) was stirred for 3 hours at 60° C. After removal of solvent, the residue was purified by flash chromatography, eluting with ethyl acetate/hexane=1:5 to afford the product 3-{3-[1-(4-chloro-phenyl)-2-met...